From a dataset of the Open Reaction Database (ORD), a public repository of structured organic reaction records. describe an organic reaction: reactants, conditions, products, and yield The reactants are O=C(N=C=S)c1ccccc1, CCOC(C)=O, CN(C)C=O, Nc1nc(C=C2SC(=S)N(CC(=O)O)C2=O)cs1. Yields the product O=C(O)CN1C(=O)C(=Cc2csc(NC(=S)NC(=O)c3ccccc3)n2)SC1=S. RXN SMILES: [C:1]([c:2]1[cH:3][cH:4][cH:5][cH:6][cH:7]1)(=[O:8])[N:9]=[C:10]=[S:11].[CH3:30][CH2:31][O:32][C:33](=[O:34])[CH3:35].[CH3:36][N:37]([CH3:38])[CH:39]=[O:40].[NH2:12][c:13]1[s:14][cH:15][c:16]([CH:18]=[C:19]2[C:20](=[O:29])[N:21]([CH2:25][C:26](=[O:27])[OH:28])[C:22](=[S:24])[S:23]2)[n:17]1>>[C:1]([c:2]1[cH:3][cH:4][cH:5][cH:6][cH:7]1)(=[O:8])[NH:9][C:10](=[S:11])[NH:12][c:13]1[s:14][cH:15][c:16]([CH:18]=[C:19]2[C:20](=[O:29])[N:21]([CH2:25][C:26](=[O:27])[OH:28])[C:22](=[S:24])[S:23]2)[n:17]1. Starting materials: C(#N)COC1=C(C=CC=C1)C1=NC=C(C2=CC(=CC=C12)S(=O)(=O)N(C=1SC=CN1)CC1=C(C=C(C=C1)OC)OC)F (1-(2-(cyanomethoxy)phenyl)-N-(2,4-dimethoxybenzyl)-4-fluoro-N-(thiazol-2-yl)isoquinoline-6-sulfonamide), C(=O)(C(F)(F)F)O (TFA). Solvent: C(Cl)Cl (DCM). Conditions: time 30 minute. The product is C(#N)COC1=C(C=CC=C1)C1=NC=C(C2=CC(=CC=C12)S(=O)(=O)NC=1SC=CN1)F (1-(2-(cyanomethoxy)phenyl)-4-fluoro-N-(thiazol-2-yl)isoquinoline-6-sulfonamide). RXN SMILES: [C:1]([CH2:3][O:4][C:5]1[CH:10]=[CH:9][CH:8]=[CH:7][C:6]=1[C:11]1[C:20]2[C:15](=[CH:16][C:17]([S:21]([N:24](CC3C=CC(OC)=CC=3OC)[C:25]3[S:26][CH:27]=[CH:28][N:29]=3)(=[O:23])=[O:22])=[CH:18][CH:19]=2)[C:14]([F:41])=[CH:13][N:12]=1)#[N:2].C(O)(C(F)(F)F)=O>C(Cl)Cl>[C:1]([CH2:3][O:4][C:5]1[CH:10]=[CH:9][CH:8]=[CH:7][C:6]=1[C:11]1[C:20]2[C:15](=[CH:16][C:17]([S:21]([NH:24][C:25]3[S:26][CH:27]=[CH:28][N:29]=3)(=[O:23])=[O:22])=[CH:18][CH:19]=2)[C:14]([F:41])=[CH:13][N:12]=1)#[N:2]. Procedure: 1-(2-(cyanomethoxy)phenyl)-N-(2,4-dimethoxybenzyl)-4-fluoro-N-(thiazol-2-yl)isoquinoline-6-sulfonamide (0.084 g, 0.141 mmol) was dissolved in DCM and TFA (0.1 mL, 1.298 mmol) was added. The reaction was stirred for 30 minutes at room temperature. The reaction was concentrated and purified via column chromatography (RediSep Gold 12 g, gradient elution 0-10% MeOH:DCM) to afford 1-(2-(cyanomethoxy)phenyl)-4-fluoro-N-(thiazol-2-yl)isoquinoline-6-sulfonamide as a tan solid. 1H NMR (400 MHz, DMSO-d6) ...